Dataset: the Open Reaction Database (ORD), a public repository of structured organic reaction records. Task: describe an organic reaction: reactants, conditions, products, and yield Starting materials: ClC1=CC=C(C=C1)C1=CC(=C(O1)C(F)(F)F)C(=O)Cl (5-(4-Chloro-phenyl)-2-trifluoromethyl-furan-3-carbonyl chloride), FC(C=1C=C(C=C(C1)C(F)(F)F)N)(F)F (3,5-bis-trifluoromethyl-phenylamine), C(C)(C)N(C(C)C)CC (N,N-diisopropylethylamine), Cl (HCl), C(=O)(O)[O-].[Na+] (NaHCO3). The solvent is ClCCl (dichloromethane). Run at time 1 day. Product: ClC1=CC=C(C=C1)C1=CC(=C(O1)C(F)(F)F)C(=O)NC1=CC(=CC(=C1)C(F)(F)F)C(F)(F)F (5-(4-Chlorophenyl)-N-(3,5-bistrifluoromethylphenyl)-2-trifluoromethylfuran-3-carboxamide). The yield is 63.1%. As a reaction SMILES: [Cl:1][C:2]1[CH:7]=[CH:6][C:5]([C:8]2[O:12][C:11]([C:13]([F:16])([F:15])[F:14])=[C:10]([C:17](Cl)=[O:18])[CH:9]=2)=[CH:4][CH:3]=1.[F:20][C:21]([F:34])([F:33])[C:22]1[CH:23]=[C:24]([NH2:32])[CH:25]=[C:26]([C:28]([F:31])([F:30])[F:29])[CH:27]=1.C(N(CC)C(C)C)(C)C.Cl.C([O-])(O)=O.[Na+]>ClCCl>[Cl:1][C:2]1[CH:7]=[CH:6][C:5]([C:8]2[O:12][C:11]([C:13]([F:16])([F:15])[F:14])=[C:10]([C:17]([NH:32][C:24]3[CH:25]=[C:26]([C:28]([F:29])([F:30])[F:31])[CH:27]=[C:22]([C:21]([F:20])([F:33])[F:34])[CH:23]=3)=[O:18])[CH:9]=2)=[CH:4][CH:3]=1 |f:4.5|. Procedure details: 5-(4-Chloro-phenyl)-2-trifluoromethyl-furan-3-carbonyl chloride (0.050 g) was added to a solution of 3,5-bis-trifluoromethyl-phenylamine (0.034 g) and N,N-diisopropylethylamine (0.026 mL) in dichloromethane (5 mL). After stirring at room temperature for 1 day, the reaction underwent an aqueous acidic (dilute HCl, 2×5 mL) and basic (dilute NaHCO3, 2×5 mL) workup followed by washing with brine (saturated NaCl, 2×5 mL), drying over MgSO4, and concentration. The crude compound was purified by column... The reactants are [Br-], CC(C)(C)O, CC(C)(C)[O-], C[P+](c1ccccc1)(c1ccccc1)c1ccccc1, C#CCC1=C(C)C(O)CC1=O, [K+], [Na+], O=P([O-])(O)O. Product: C#CCC1=C(C)C(O)CC1=C. Reaction SMILES: [Br-:24].[C:45]([OH:46])([CH3:47])([CH3:48])[CH3:49].[CH3:1][C:2]([CH3:3])([O-:4])[CH3:5].[CH3:25][P+:26]([c:27]1[cH:28][cH:29][cH:30][cH:31][cH:32]1)([c:33]1[cH:34][cH:35][cH:36][cH:37][cH:38]1)[c:39]1[cH:40][cH:41][cH:42][cH:43][cH:44]1.[CH3:7][C:8]1=[C:9]([CH2:15][C:16]#[CH:17])[C:10](=[O:14])[CH2:11][CH:12]1[OH:13].[K+:6].[Na+:18].[OH:19][P:20](=[O:21])([O-:22])[OH:23]>>[CH2:1]=[C:10]1[C:9]([CH2:15][C:16]#[CH:17])=[C:8]([CH3:7])[CH:12]([OH:13])[CH2:11]1. Starting materials: [O-]O.C1(=CC=CC=C1)C(C)C (cumene hydroperoxide), S(O)(O)(=O)=O (sulfuric acid), CC(=C)C1=CC=CC=C1 (α-methylstyrene). The product is CC(O)(C1=CC=CC=C1)C (dimethylphenylcarbinol). RXN SMILES: [O-]O.[C:3]1([CH:9]([CH3:11])[CH3:10])[CH:8]=[CH:7][CH:6]=[CH:5][CH:4]=1.S(=O)(=O)(O)[OH:13].CC(C1C=CC=CC=1)=C>>[CH3:10][C:9]([CH3:11])([C:3]1[CH:8]=[CH:7][CH:6]=[CH:5][CH:4]=1)[OH:13] |f:0.1|. Procedure: cleaving cumene hydroperoxide in a first stage back mixing reactor in the presence of sulfuric acid and controlling the yield of α-methylstyrene as produced from dimethylphenylcarbinol to no more than 35%, by weight of the reaction mixture output from the first stage, Starting materials: OC1=C2CCC(C2=CC=C1)=O (4-hydroxyindan-1-one), ClC1=NC=C(C=C1)C(F)(F)F (2-chloro-5-(trifluoromethyl)pyridine), C([O-])([O-])=O.[K+].[K+] (potassium-carbonate), CN(C=O)C (N,N-dimethylformamide). Solvent: C(C)(=O)OCC (ethyl acetate). Reaction conditions: temperature 100 celsius, time 8 hour. Product: FC(C=1C=CC(=NC1)OC1=C2CCC(C2=CC=C1)=O)(F)F (4-{[5-(trifluoromethyl)pyridin-2-yl]oxy}indan-1-one). Isolated yield 56.6%. RXN SMILES: [OH:1][C:2]1[CH:10]=[CH:9][CH:8]=[C:7]2[C:3]=1[CH2:4][CH2:5][C:6]2=[O:11].Cl[C:13]1[CH:18]=[CH:17][C:16]([C:19]([F:22])([F:21])[F:20])=[CH:15][N:14]=1.C(=O)([O-])[O-].[K+].[K+].CN(C)C=O>C(OCC)(=O)C>[F:20][C:19]([F:22])([F:21])[C:16]1[CH:17]=[CH:18][C:13]([O:1][C:2]2[CH:10]=[CH:9][CH:8]=[C:7]3[C:3]=2[CH2:4][CH2:5][C:6]3=[O:11])=[N:14][CH:15]=1 |f:2.3.4|. Procedure: A mixture of 4-hydroxyindan-1-one (2.94 g, 19.8 mmol), 2-chloro-5-(trifluoromethyl)pyridine (3.00 g, 16.5 mmol), potassium-carbonate (6.84 g, 49.5 mmol) and N,N-dimethylformamide (40 mL) was stirred under a nitrogen atmosphere at 100° C. for 8 hr. After cooling, the reaction mixture was diluted with ethyl acetate, washed with water, dried, and concentrated under reduced pressure. The residue was purified by silica gel column chromatography (hexane/ethyl acetate=95/5-hexane/ethyl acetate=60/40) t... Reactants: ClCC(=O)N1[C@H](C(=O)N)CC[C@@H]1C#CC ((5R)-1-(chloroacetyl)-5-propynyl-L-prolinamide), N1C=NC=C1 (imidazole), O=P(Cl)(Cl)Cl (POCl3). Run in N1=CC=CC=C1 (pyridine). Reaction conditions: time 1 hour. The product is ClCC(=O)N1[C@@H](CC[C@@H]1C#CC)C#N ((2S,5R)-1-(chloroacetyl)-5-propynylpyrrolidine-2-carbonitrile). Reaction SMILES: [Cl:1][CH2:2][C:3]([N:5]1[C@@H:12]([C:13]#[C:14][CH3:15])[CH2:11][CH2:10][C@H:6]1[C:7]([NH2:9])=O)=[O:4].N1C=CN=C1.O=P(Cl)(Cl)Cl>N1C=CC=CC=1>[Cl:1][CH2:2][C:3]([N:5]1[C@@H:12]([C:13]#[C:14][CH3:15])[CH2:11][CH2:10][C@H:6]1[C:7]#[N:9])=[O:4]. Procedure details: To a stirred solution of (5R)-1-(chloroacetyl)-5-propynyl-L-prolinamide (0.28 g, 1.23 mmol) and imidazole (0.084 g, 1.23 mmol) in dry pyridine (6 mL) at −35° C. under nitrogen was added POCl3 (0.23 mL, 2.46 mmol) dropwise. The reaction mixture was stirred between −35° C. to −15° C. for 1 hour and evaporated. The residue was diluted with dichloromethane and washed with H2O (2×), dried (Na2SO4), filtered and concentrated under reduced pressure. Purification by flash chromatography (10% ethyl aceta... Reactants: [BH4-], C1CCOC1, O=Cc1ccc(OCc2ccccc2)c(F)c1, CCOC(C)=O, CCO, [Na+], O. Product: OCc1ccc(OCc2ccccc2)c(F)c1. As a reaction SMILES: [BH4-:1].[CH2:30]1[O:31][CH2:32][CH2:33][CH2:34]1.[CH2:3]([c:4]1[cH:5][cH:6][cH:7][cH:8][cH:9]1)[O:10][c:11]1[c:12]([F:19])[cH:13][c:14]([CH:15]=[O:16])[cH:17][cH:18]1.[CH3:20][CH2:21][O:22][C:23](=[O:24])[CH3:25].[CH3:27][CH2:28][OH:29].[Na+:2].[OH2:26]>>[CH2:3]([c:4]1[cH:5][cH:6][cH:7][cH:8][cH:9]1)[O:10][c:11]1[c:12]([F:19])[cH:13][c:14]([CH2:15][OH:16])[cH:17][cH:18]1. Reactants: CI (Methyl iodide), N1=CC(=CC2=CC=CC=C12)CC=1C(NC(NC1)=S)=O (1,2-dihydro-5-[(3-quinolinyl)methyl]-2-thioxo-4(3H)-pyrimidinone), [OH-].[K+] (potassium hydroxide). Solvent: C(C)O (ethanol). Run at time 30 minute. Product: CSC1=NC=C(C(N1)=O)CC=1C=NC2=CC=CC=C2C1 (2-(Methylthio)-5-[(3-quinolinyl)-methyl]-4(3H) pyrimidinone). Isolated yield 98.4%. RXN SMILES: [CH3:1]I.[N:3]1[C:12]2[C:7](=[CH:8][CH:9]=[CH:10][CH:11]=2)[CH:6]=[C:5]([CH2:13][C:14]2[C:15](=[O:21])[NH:16][C:17](=[S:20])[NH:18][CH:19]=2)[CH:4]=1.[OH-].[K+]>C(O)C>[CH3:1][S:20][C:17]1[NH:16][C:15](=[O:21])[C:14]([CH2:13][C:5]2[CH:4]=[N:3][C:12]3[C:7]([CH:6]=2)=[CH:8][CH:9]=[CH:10][CH:11]=3)=[CH:19][N:18]=1 |f:2.3|. Reported procedure: Methyl iodide (0.56 g) was added to a stirred solution of 1,2-dihydro-5-[(3-quinolinyl)methyl]-2-thioxo-4(3H)-pyrimidinone (1.2 g) and potassium hydroxide (0.23 g) in aqueous ethanol (50%, 20 ml) at 60°. After 30 min., the solution was cooled and the solid which separated was crystallised from aqueous ethanol to give the title compound (1.1 g), m.p. 220°-221°. The reactants are NC1=NC=C(C(=N1)NCCO)[N+](=O)[O-] (2-amino-4-(2-hydroxyethylamino)-5-nitropyrimidine). The reagents and catalysts are [Ni] (Raney-nickel), [Fe] (iron). Yields the product NC1=NC=C(C(=N1)NCCO)N (2,5-diamino-4-(2-hydroxyethylamino)pyrimidine), ( XXV ). As a reaction SMILES: [NH2:1][C:2]1[N:7]=[C:6]([NH:8][CH2:9][CH2:10][OH:11])[C:5]([N+:12]([O-])=O)=[CH:4][N:3]=1>[Ni].[Fe]>[NH2:1][C:2]1[N:7]=[C:6]([NH:8][CH2:9][CH2:10][OH:11])[C:5]([NH2:12])=[CH:4][N:3]=1. Reported procedure: As shown in reaction scheme (7) below, 2-amino-4-(2-hydroxyethylamino)-5-nitropyrimidine is reacted with a reducing agent, such as Raney-nickel or iron powder, in a polar organic solvent at a temperature of about 0-100° C., and preferably about 30-50° C., for about 1-10 hours, and preferably about 2-5 hours, to give 2,5-diamino-4-(2-hydroxyethylamino)pyrimidine of formula (XXV). Then, the compound of formula (XXV) is allowed to react immediately without separation, in triethylorthoformate of for...